This data is from the Open Reaction Database (ORD), a public repository of structured organic reaction records. The task is: describe an organic reaction: reactants, conditions, products, and yield The reactants are Cl (hydrochloric acid), ClC=1C=C(C=CC1F)CC#N (3-chloro-4-fluorophenylacetonitrile), COC(=O)C1=NC(=CC=C1)C (6-methyl-pyridine-2-carboxylic acid methyl ester), [H-].[Na+] (sodium hydride). Solvent: C(C)O (ethanol). Yields the product ClC=1C=C(C=CC1F)CC(=O)C1=NC(=CC=C1)C (2-(3-Chloro-4-fluoro-phenyl)-1-(6-methyl-pyridin-2-yl)-ethanone). Reaction SMILES: [H-].[Na+].[Cl:3][C:4]1[CH:5]=[C:6]([CH2:11]C#N)[CH:7]=[CH:8][C:9]=1[F:10].CO[C:16]([C:18]1[CH:23]=[CH:22][CH:21]=[C:20]([CH3:24])[N:19]=1)=[O:17].Cl>C(O)C>[Cl:3][C:4]1[CH:5]=[C:6]([CH2:11][C:16]([C:18]2[CH:23]=[CH:22][CH:21]=[C:20]([CH3:24])[N:19]=2)=[O:17])[CH:7]=[CH:8][C:9]=1[F:10] |f:0.1|. Reported procedure: A dispersion of sodium hydride, (60% in mineral oil, 0.7 g, 17.7 mmol) is added to ethanol (25 mL). When gas evolution ceases, 3-chloro-4-fluorophenylacetonitrile (Fluorochemicals, 2.0 g, 11.8 mmol) and 6-methyl-pyridine-2-carboxylic acid methyl ester (1.8 g, 11.8 mmol), are added. The mixture is refluxed for 2.5 h and adjusted to pH 7 with 1 N hydrochloric acid. The mixture is concentrated in vacuo. Concentrated hydrochloric acid (50 mL) is added to the mixture after which it is refluxed for 1.... Reactants: C([O-])(O)=O.[Na+] (sodium bicarbonate), CN1N=C(C=C1C(F)(F)F)OC=1C=CC(=C(N)C1)[N+](=O)[O-] (5-(1-methyl-5-trifluoromethyl-1H-pyrazol-3-yloxy)-2-nitroaniline), O (water), S(=O)([O-])S(=O)[O-].[Na+].[Na+] (sodium dithionite). Solvent: C(C)O (ethanol). Reaction conditions: time 1.5 hour. The product is CN1N=C(C=C1C(F)(F)F)OC1=CC(=C(C=C1)N)N (4-(1-methyl-5-trifluoromethyl-1H-pyrazol-3-yloxy)-o-phenylenediamine). Reaction SMILES: [CH3:1][N:2]1[C:6]([C:7]([F:10])([F:9])[F:8])=[CH:5][C:4]([O:11][C:12]2[CH:13]=[CH:14][C:15]([N+:19]([O-])=O)=[C:16]([CH:18]=2)[NH2:17])=[N:3]1.S(S([O-])=O)([O-])=O.[Na+].[Na+].O.C(=O)(O)[O-].[Na+]>C(O)C>[CH3:1][N:2]1[C:6]([C:7]([F:9])([F:10])[F:8])=[CH:5][C:4]([O:11][C:12]2[CH:13]=[CH:14][C:15]([NH2:19])=[C:16]([NH2:17])[CH:18]=2)=[N:3]1 |f:1.2.3,5.6|. Procedure: The nitroaniline obtained in step A (2 g, 6.6 mmol) was dissolved in 50% aqueous ethanol (100 cm3) and sodium dithionite (4.61 g 26.5 mmol) added portionwise over 20 minutes to the stirred solution, each portion being allowed to dissolve before adding the next. The reaction mixture was heated under reflux with stirring for 1.5 hours and after cooling was poured into water (50 cm3) and neutralised with aqueous sodium bicarbonate before being extracted with ethyl acetate (2×100 cm3). The combined ... The reactants are 34, O=C1CCN(CC1)C(=O)OCC (ethyl 4-oxo-1-piperidinecarboxylate), N1=C(N=CC=C1)N (2-pyrimidinamine), CC1=CC=CC=C1 (methylbenzene). Reagents/catalysts: C(C)(=O)O (acetic acid). Procedure: A mixture of 34 parts of ethyl 4-oxo-1-piperidinecarboxylate, 20 parts of 2-pyrimidinamine, 8 drops of acetic acid and 90 parts of methylbenzene is stirred and refluxed for 28 hours with water-separator. The reaction mixture is evaporated, yielding 50 parts of ethyl 4-(2-pyrimidinylimino)-1-piperidinecarboxylate as a residue. RXN SMILES: O=[C:2]1[CH2:7][CH2:6][N:5]([C:8]([O:10][CH2:11][CH3:12])=[O:9])[CH2:4][CH2:3]1.[N:13]1[CH:18]=[CH:17][CH:16]=[N:15][C:14]=1[NH2:19].CC1C=CC=CC=1>C(O)(=O)C.O>[N:13]1[CH:18]=[CH:17][CH:16]=[N:15][C:14]=1[N:19]=[C:2]1[CH2:7][CH2:6][N:5]([C:8]([O:10][CH2:11][CH3:12])=[O:9])[CH2:4][CH2:3]1. Product: 50, N1=C(N=CC=C1)N=C1CCN(CC1)C(=O)OCC (ethyl 4-(2-pyrimidinylimino)-1-piperidinecarboxylate). The solvent is O (water). Reactants: O=C1CCc2cc(Br)ccc21, CC(=O)[O-], CO, [Cl-], [Na+], O, [NH3+]O. Yields the product ON=C1CCc2cc(Br)ccc21. Reaction SMILES: [Br:1][c:2]1[cH:3][c:4]2[c:8]([cH:9][cH:10]1)[C:7](=[O:11])[CH2:6][CH2:5]2.[CH3:16][C:17](=[O:18])[O-:19].[CH3:20][OH:21].[Cl-:12].[Na+:15].[OH2:22].[OH:13][NH3+:14]>>[Br:1][c:2]1[cH:3][c:4]2[c:8]([cH:9][cH:10]1)[C:7](=[N:14][OH:13])[CH2:6][CH2:5]2. The reactants are CN(C)C=O (DMF), ClC1=NC(=C2NC=NC2=N1)NC1=CC(=CC=C1)F (2-chloro-6-(3-fluoro-phenyl-amino)-purine), C([O-])([O-])=O.[Cs+].[Cs+] (caesium carbonate), ICC (iodoethane). The solvent is O1CCOCC1.O (dioxane water), C(C)(=O)OCC (ethyl acetate). The product is ClC1=NC(=C2N=CN(C2=N1)CC)NC1=CC(=CC=C1)F (2-chloro-9-ethyl-6-(3-fluoro-phenyl-amino)-9H-purine). As a reaction SMILES: [Cl:1][C:2]1[N:10]=[C:9]2[C:5]([NH:6][CH:7]=[N:8]2)=[C:4]([NH:11][C:12]2[CH:17]=[CH:16][CH:15]=[C:14]([F:18])[CH:13]=2)[N:3]=1.C(=O)([O-])[O-].[Cs+].[Cs+].I[CH2:26][CH3:27].CN(C=O)C>O1CCOCC1.O.C(OCC)(=O)C>[Cl:1][C:2]1[N:10]=[C:9]2[C:5]([N:6]=[CH:7][N:8]2[CH2:26][CH3:27])=[C:4]([NH:11][C:12]2[CH:17]=[CH:16][CH:15]=[C:14]([F:18])[CH:13]=2)[N:3]=1 |f:1.2.3,6.7|. Procedure details: 1 g (3.47 mmol) of 2-chloro-6-(3-fluoro-phenyl-amino)-purine, 1.8 g (5.5 mmol) of caesium carbonate and 2.3 ml (27.8 mmol) of iodoethane are stirred in 14 ml of a dioxane/water mixture (4:3) and 12 ml of DMF at RT for 16 h. Thereafter, the reaction mixture is diluted with ethyl acetate and the organic phase is washed with water and dried over sodium sulfate. After removal of the solvent, the residue is chromatographed over silica gel (mobile phase: ethyl acetate/hexane=4:1) and 2-chloro-9-ethyl-... The reactants are O=C([O-])[O-], Cc1ccc(NC(=O)c2ccc(C#N)cc2)cc1NC(=O)c1ccc(CCl)cc1, COCCN, CC(C)=O, [K+], [K+]. Yields the product COCCNCc1ccc(C(=O)Nc2cc(NC(=O)c3ccc(C#N)cc3)ccc2C)cc1. As a reaction SMILES: [C:35](=[O:36])([O-:37])[O-:38].[C:6](#[N:7])[c:8]1[cH:9][cH:10][c:11]([C:12](=[O:13])[NH:14][c:15]2[cH:16][cH:17][c:18]([CH3:32])[c:19]([NH:21][C:22]([c:23]3[cH:24][cH:25][c:26]([CH2:29][Cl:30])[cH:27][cH:28]3)=[O:31])[cH:20]2)[cH:33][cH:34]1.[CH3:1][O:2][CH2:3][CH2:4][NH2:5].[CH3:41][C:42](=[O:43])[CH3:44].[K+:39].[K+:40]>>[CH3:1][O:2][CH2:3][CH2:4][NH:5][CH2:29][c:26]1[cH:25][cH:24][c:23]([C:22]([NH:21][c:19]2[c:18]([CH3:32])[cH:17][cH:16][c:15]([NH:14][C:12]([c:11]3[cH:10][cH:9][c:8]([C:6]#[N:7])[cH:34][cH:33]3)=[O:13])[cH:20]2)=[O:31])[cH:28][cH:27]1. Reactants: COC=1C=C(C(=O)N2CC(CC2)(CCS(=O)(=O)C)C2=CC(=C(C=C2)F)F)C=C(C1OC)OC (1-(3,4,5-trimethoxy-benzoyl)-3-(3,4-difluoro-phenyl)-3-(2-methanesulfonyl-ethyl)-pyrrolidine), C(C)OCCN1C(=NC2=C1C=CC=C2)C(=O)C2CCNCC2 (4-[1-(2-ethoxy-ethyl)-1H-benzoimidazole-2-carbonyl]-piperidine). Yields the product COC=1C=C(C(=O)N2CC(CC2)(C2=CC(=C(C=C2)F)F)CCN2CCC(CC2)C(=O)C2=NC3=C(N2CCOCC)C=CC=C3)C=C(C1OC)OC (1-(3,4,5-Trimethoxy-benzoyl)-3-[2-[4-[1-(2-ethoxy-ethyl)-1H-benzoimidazole-2-carbonyl]-piperidin-1-yl]-ethyl]-3-(3,4-difluoro-phenyl)-pyrrolidine). Reaction SMILES: [CH3:1][O:2][C:3]1[CH:4]=[C:5]([CH:27]=[C:28]([O:32][CH3:33])[C:29]=1[O:30][CH3:31])[C:6]([N:8]1[CH2:12][CH2:11][C:10]([C:19]2[CH:24]=[CH:23][C:22]([F:25])=[C:21]([F:26])[CH:20]=2)([CH2:13][CH2:14]S(C)(=O)=O)[CH2:9]1)=[O:7].[CH2:34]([O:36][CH2:37][CH2:38][N:39]1[C:43]2[CH:44]=[CH:45][CH:46]=[CH:47][C:42]=2[N:41]=[C:40]1[C:48]([CH:50]1[CH2:55][CH2:54][NH:53][CH2:52][CH2:51]1)=[O:49])[CH3:35]>>[CH3:1][O:2][C:3]1[CH:4]=[C:5]([CH:27]=[C:28]([O:32][CH3:33])[C:29]=1[O:30][CH3:31])[C:6]([N:8]1[CH2:12][CH2:11][C:10]([CH2:13][CH2:14][N:53]2[CH2:54][CH2:55][CH:50]([C:48]([C:40]3[N:39]([CH2:38][CH2:37][O:36][CH2:34][CH3:35])[C:43]4[CH:44]=[CH:45][CH:46]=[CH:47][C:42]=4[N:41]=3)=[O:49])[CH2:51][CH2:52]2)([C:19]2[CH:24]=[CH:23][C:22]([F:25])=[C:21]([F:26])[CH:20]=2)[CH2:9]1)=[O:7]. Procedure details: Prepare by the method of Example 6.6.2 using 1-(3,4,5-trimethoxy-benzoyl)-3-(3,4-difluoro-phenyl)-3-(2-methanesulfonyl-ethyl)-pyrrolidine and 4-[1-(2-ethoxy-ethyl)-1H-benzoimidazole-2-carbonyl]-piperidine to give the title compound.